From a dataset of the Open Reaction Database (ORD), a public repository of structured organic reaction records. describe an organic reaction: reactants, conditions, products, and yield Reactants: CN(C=CC=O)C (3-Dimethylaminoacrolein), C(C)(C)S(=O)(=O)CC#N (isopropylsulphonylacetonitrile), N1CCCCC1 (piperidine), C(C)(=O)O (acetic acid). Solvent: O (water), O (water), C1(=CC=CC=C1)C (toluene). Product: C(#N)C(=CC=CN(C)C)S(=O)(=O)C(C)C (1-cyano-1-isopropylsulphonyl-4-dimethylamino-1,3-butadiene). Isolated yield 67.0%. Reaction SMILES: [CH3:1][N:2]([CH3:7])[CH:3]=[CH:4][CH:5]=O.[CH:8]([S:11]([CH2:14][C:15]#[N:16])(=[O:13])=[O:12])([CH3:10])[CH3:9].N1CCCCC1.C(O)(=O)C>C1(C)C=CC=CC=1.O>[C:15]([C:14]([S:11]([CH:8]([CH3:10])[CH3:9])(=[O:13])=[O:12])=[CH:5][CH:4]=[CH:3][N:2]([CH3:7])[CH3:1])#[N:16]. Procedure: 3-Dimethylaminoacrolein (17 ml, 0.17 mol) and isopropylsulphonylacetonitrile (25 g, 0.17 mol) were dissolved in toluene (250 ml) and piperidine (1 ml) and acetic acid (2.5 ml) were then added. The solution was heated under reflux in a water separator until no more water was formed (about 3 hours). On cooling, crystals formed which were filtered off under suction and dried to give 26 g 1-cyano-1-isopropylsulphonyl-4-dimethylamino-1,3-butadiene as yellow-brown crystals, m.pt. 102°-104° C. The rema... Starting materials: Cl.FC1=C(C=CC(=C1)N1C(OC(C1)CN1N=NC(=C1)[Si](C)(C)C)=O)C1=CC=C(C=C1)CNCC=1N=NN(C1)CC1=CC=C(C=C1)OC (3-[2-Fluoro-4′-({[1-(4-methoxy-benzyl)-1H-[1,2,3]triazol-4-ylmethyl]-amino}-methyl)-biphenyl-4-yl]-5-(4-trimethylsilanyl-[1,2,3]triazol-1-ylmethyl)-oxazolidin-2-one hydrochloride), solution, [F-].C(CCC)[N+](CCCC)(CCCC)CCCC (tetrabutylammonium fluoride), C1CCOC1 (THF). Solvent: C(C)(=O)O (acetic acid). Run at time 24 hour. Yields the product FC1=C(C=CC(=C1)N1C(O[C@H](C1)CN1N=NC=C1)=O)C1=CC=C(C=C1)CNCC=1N=NN(C1)CC1=CC=C(C=C1)OC ((5R)-3-[2-Fluoro-4′-({[1-(4-methoxy-benyl)-1H-[1,2,3]triazol-4-ylmethyl]-amino}-methyl)-biphenyl-4-yl]-5-[1,2,3]triazol-1-ylmethyl-oxazolidin-2-one). Yield: 87.2%. Reaction SMILES: Cl.[F:2][C:3]1[CH:8]=[C:7]([N:9]2[CH2:13][CH:12]([CH2:14][N:15]3[CH:19]=[C:18]([Si](C)(C)C)[N:17]=[N:16]3)[O:11][C:10]2=[O:24])[CH:6]=[CH:5][C:4]=1[C:25]1[CH:30]=[CH:29][C:28]([CH2:31][NH:32][CH2:33][C:34]2[N:35]=[N:36][N:37]([CH2:39][C:40]3[CH:45]=[CH:44][C:43]([O:46][CH3:47])=[CH:42][CH:41]=3)[CH:38]=2)=[CH:27][CH:26]=1.[F-].C([N+](CCCC)(CCCC)CCCC)CCC.C1COCC1>C(O)(=O)C>[F:2][C:3]1[CH:8]=[C:7]([N:9]2[CH2:13][C@H:12]([CH2:14][N:15]3[CH:19]=[CH:18][N:17]=[N:16]3)[O:11][C:10]2=[O:24])[CH:6]=[CH:5][C:4]=1[C:25]1[CH:26]=[CH:27][C:28]([CH2:31][NH:32][CH2:33][C:34]2[N:35]=[N:36][N:37]([CH2:39][C:40]3[CH:41]=[CH:42][C:43]([O:46][CH3:47])=[CH:44][CH:45]=3)[CH:38]=2)=[CH:29][CH:30]=1 |f:0.1,2.3|. Procedure: A solution of 3-[2-Fluoro-4′-({[1-(4-methoxy-benzyl)-1H-[1,2,3]triazol-4-ylmethyl]-amino}-methyl)-biphenyl-4-yl]-5-(4-trimethylsilanyl-[1,2,3]triazol-1-ylmethyl)-oxazolidin-2-one hydrochloride (SC-167-63-2, 0.22 g, 0.343 mmol) in an 1 M solution of tetrabutylammonium fluoride in THF (TBAF, 1.4 mL, 1.4 mmol, 4.0 equiv) was treated with acetic acid (HOAc, 5.0 mL) at room temperature, and the resulting reaction mixture was stirred at room temperature for 24 h. When TLC and HPLC/MS showed that the r... The reactants are S(O)(O)(=O)=O (sulfuric acid), C(CCC(=O)O)(=O)O (succinic acid), C(C)(C)(C)O (tert-butanol), ice, C=C(C)C (isobutene), [OH-].[Na+] (sodium hydroxide). Reaction conditions: temperature 276.5 kelvin, time 30 minute. Yields the product C(CCC(=O)OC(C)(C)C)(=O)OC(C)(C)C (di-tert-butyl succinate). The yield is 79.4%. Reaction SMILES: [C:1]([OH:8])(=[O:7])[CH2:2][CH2:3][C:4]([OH:6])=[O:5].[C:9](O)([CH3:12])([CH3:11])[CH3:10].[CH2:14]=[C:15]([CH3:17])[CH3:16].S(=O)(=O)(O)O.[OH-].[Na+]>>[C:1]([O:8][C:15]([CH3:17])([CH3:16])[CH3:14])(=[O:7])[CH2:2][CH2:3][C:4]([O:6][C:9]([CH3:12])([CH3:11])[CH3:10])=[O:5] |f:4.5|. Procedure details: An autoclave is charged with 212.5 g (1.80 mol) of succinic acid and 166.8 g (2.25 mol) of tert-butanol and then 808 g (14.40 mol) of isobutene are forced in at 263 K jacket temperature. After the addition is complete, 108.1 g (1.08 mol) of 98% sulfuric acid are pumped in over 70 minutes at a temperature of 268 to 275 K in the vessel. The reaction mixture is then stirred for 30 minutes at a temperature of 275 to 278 K in the vessel and, after increasing the temperature to 293 to 295 K, it is sti... Starting materials: NC=1SC2=C(N=C(N=C2N[C@@H](CO)CC(C)C)S)N1 ((2R)-2-[(2-amino-5-mercapto[1,3]thiazolo[4,5-d]pyrimidin-7-yl)amino]-4-methylpentan-1-ol), ClC(CC)C1=CC=CC=C1 ((1-chloropropyl)benzene). Yields the product NC=1SC2=C(N=C(N=C2N[C@@H](CO)CC(C)C)SC(CC)C2=CC=CC=C2)N1 ((2R)-2-({2-Amino-5-[(1-phenylpropyl)thio][1,3]thiazolo[4,5-d]pyrimidin-7-yl}amino)-4-methylpentan-1-ol). Yield: 31.0%. RXN SMILES: [NH2:1][C:2]1[S:3][C:4]2[C:9]([NH:10][C@H:11]([CH2:14][CH:15]([CH3:17])[CH3:16])[CH2:12][OH:13])=[N:8][C:7]([SH:18])=[N:6][C:5]=2[N:19]=1.Cl[CH:21]([C:24]1[CH:29]=[CH:28][CH:27]=[CH:26][CH:25]=1)[CH2:22][CH3:23]>>[NH2:1][C:2]1[S:3][C:4]2[C:9]([NH:10][C@H:11]([CH2:14][CH:15]([CH3:16])[CH3:17])[CH2:12][OH:13])=[N:8][C:7]([S:18][CH:21]([C:24]3[CH:29]=[CH:28][CH:27]=[CH:26][CH:25]=3)[CH2:22][CH3:23])=[N:6][C:5]=2[N:19]=1. Procedure: The title compound was synthesized as a mixture of two diastereomers by general method A from the reaction of (2R)-2-[(2-amino-5-mercapto[1,3]thiazolo[4,5-d]pyrimidin-7-yl)amino]-4-methylpentan-1-ol (30 mg, 100 μmol) with (1-chloropropyl)benzene (15.5 μL, 100 μmol) to give 13 mg (31% yield) as an oil. The reactants are COC(=O)C(N)CC(C)C, CCN=C=NCCCN(C)C, Cc1ccccc1-c1cc([N+](=O)[O-])ccc1C(=O)O, On1nnc2ccccc21. The product is COC(=O)C(CC(C)C)NC(=O)c1ccc([N+](=O)[O-])cc1-c1ccccc1C. As a reaction SMILES: [CH3:20][O:21][C:22]([CH:23]([NH2:24])[CH2:25][CH:26]([CH3:27])[CH3:28])=[O:29].[CH3:30][CH2:31][N:32]=[C:33]=[N:34][CH2:35][CH2:36][CH2:37][N:38]([CH3:39])[CH3:40].[N+:1](=[O:2])([O-:3])[c:4]1[cH:5][c:6](-[c:13]2[c:14]([CH3:19])[cH:15][cH:16][cH:17][cH:18]2)[c:7]([C:8](=[O:9])[OH:10])[cH:11][cH:12]1.[OH:41][n:42]1[c:43]2[c:44]([cH:45][cH:46][cH:47][cH:48]2)[n:49][n:50]1>>[N+:1](=[O:2])([O-:3])[c:4]1[cH:5][c:6](-[c:13]2[c:14]([CH3:19])[cH:15][cH:16][cH:17][cH:18]2)[c:7]([C:8](=[O:10])[NH:24][CH:23]([C:22]([O:21][CH3:20])=[O:29])[CH2:25][CH:26]([CH3:27])[CH3:28])[cH:11][cH:12]1. Starting materials: COc1ccc(Oc2c(C)cc(CC#N)cc2C)cc1C(C)C, CC(=O)O, O, O=S(=O)(O)O. Product: COc1ccc(Oc2c(C)cc(CC(=O)O)cc2C)cc1C(C)C. RXN SMILES: [CH3:1][c:2]1[cH:3][c:4]([CH2:21][C:22]#[N:23])[cH:5][c:6]([CH3:20])[c:7]1[O:8][c:9]1[cH:10][c:11]([CH:17]([CH3:18])[CH3:19])[c:12]([O:15][CH3:16])[cH:13][cH:14]1.[CH3:30][C:31]([OH:32])=[O:33].[OH2:29].[S:24](=[O:25])(=[O:26])([OH:27])[OH:28]>>[CH3:1][c:2]1[cH:3][c:4]([CH2:30][C:31]([OH:32])=[O:33])[cH:5][c:6]([CH3:20])[c:7]1[O:8][c:9]1[cH:10][c:11]([CH:17]([CH3:18])[CH3:19])[c:12]([O:15][CH3:16])[cH:13][cH:14]1.